This data is from the Open Reaction Database (ORD), a public repository of structured organic reaction records. The task is: describe an organic reaction: reactants, conditions, products, and yield Starting materials: N[C@@H]1CN(CC1)C=1SC(=C(N1)C)C(=O)OCC (Ethyl 2-[(3S)-3-aminopyrrolidin-1-yl]-4-methyl-1,3-thiazole-5-carboxylate), ON1N=NC2=C1C=CC=C2 (1-hydroxybenzotriazole), CN1CCOCC1 (N-methylmorpholine), ClC=1N=C(NC1CC)C(=O)O (4-chloro-5-ethyl-1H-imidazole-2-carboxylic acid), CCN=C=NCCCN(C)C.Cl (WSC hydrochloride). The product is ClC=1N=C(NC1CC)C(=O)N[C@@H]1CN(CC1)C=1SC(=C(N1)C)C(=O)OCC (Ethyl 2-[(3S)-3-{[(4-chloro-5-ethyl-1H-imidazol-2-yl)carbonyl]amino}pyrrolidin-1-yl)-4-methyl-1,3-thiazole-5-carboxylate). Yield: 89.3%. As a reaction SMILES: [NH2:1][C@H:2]1[CH2:6][CH2:5][N:4]([C:7]2[S:8][C:9]([C:13]([O:15][CH2:16][CH3:17])=[O:14])=[C:10]([CH3:12])[N:11]=2)[CH2:3]1.[Cl:18][C:19]1[N:20]=[C:21]([C:26](O)=[O:27])[NH:22][C:23]=1[CH2:24][CH3:25].CCN=C=NCCCN(C)C.Cl.ON1C2C=CC=CC=2N=N1.CN1CCOCC1>>[Cl:18][C:19]1[N:20]=[C:21]([C:26]([NH:1][C@H:2]2[CH2:6][CH2:5][N:4]([C:7]3[S:8][C:9]([C:13]([O:15][CH2:16][CH3:17])=[O:14])=[C:10]([CH3:12])[N:11]=3)[CH2:3]2)=[O:27])[NH:22][C:23]=1[CH2:24][CH3:25] |f:2.3|. Reported procedure: The same operation as in Example (217c) was performed using ethyl 2-[(3S)-3-aminopyrrolidin-1-yl]-4-methyl-1,3-thiazole-5-carboxylate obtained in Example (237a) (150 mg, 0.59 mmol), 4-chloro-5-ethyl-1H-imidazole-2-carboxylic acid obtained in Example (1d) (103 mg, 0.59 mmol), WSC hydrochloride (338 mg, 1.76 mmol), 1-hydroxybenzotriazole (79 mg, 0.59 mmol) and N-methylmorpholine (0.13 mL, 1.17 mmol), to obtain 217 mg of the title compound as a white solid (90%). Reactants: ClC=1C=CC2=C(C(=NCC(=N2)NN)C2=CC=C(C=C2)OC)C1 (7-chloro-2-hydrazino-5-(p-methoxyphenyl)-3H-1,4-benzodiazepine), C(C)(OCC)([O-])[O-] (ethyl orthoacetate), C([O-])(O)=O.[Na+] (sodium bicarbonate), S(O)(O)(=O)=O (sulfuric acid). Run in C(C)O (ethanol). Conditions: time 15 minute. The product is ClC=1C=CC2=C(C(=NCC=3N2C(=NN3)C)C3=CC=C(C=C3)OC)C1 (8-chloro-1-methyl-6-(p-methoxyphenyl)-4H-s-triazolo [4,3-a] [1,4] benzodiazepine). RXN SMILES: [Cl:1][C:2]1[CH:3]=[CH:4][C:5]2[N:11]=[C:10]([NH:12][NH2:13])[CH2:9][N:8]=[C:7]([C:14]3[CH:19]=[CH:18][C:17]([O:20][CH3:21])=[CH:16][CH:15]=3)[C:6]=2[CH:22]=1.[C:23]([O-])([O-])(OCC)[CH3:24].S(=O)(=O)(O)O.C(=O)(O)[O-].[Na+]>C(O)C>[Cl:1][C:2]1[CH:3]=[CH:4][C:5]2[N:11]3[C:23]([CH3:24])=[N:13][N:12]=[C:10]3[CH2:9][N:8]=[C:7]([C:14]3[CH:19]=[CH:18][C:17]([O:20][CH3:21])=[CH:16][CH:15]=3)[C:6]=2[CH:22]=1 |f:3.4|. Procedure: To a mixture of 2.1 parts of 7-chloro-2-hydrazino-5-(p-methoxyphenyl)-3H-1,4-benzodiazepine, prepared in Example 2, 4.33 parts of ethyl orthoacetate and 60 parts by volume of ethanol is added dropwise 0.75 part by volume of concentrated sulfuric acid. The mixture is stirred for about 15 minutes. After completion of the reaction, the reaaction mixture is neutralized with a saturated aqueous solution of sodium bicarbonate, whereby 8-chloro-1-methyl-6-(p-methoxyphenyl)-4H-s-triazolo [4,3-a] [1,4] b... The reactants are CC(=O)O[BH-](OC(C)=O)OC(C)=O, O=C([O-])O, CCCCOCCOc1ccc(-c2ccc3c(c2)C=C(C(=O)OC)CCN3)cc1, O=CC1CC1, ClCCCl, [Na+], [Na+], O. Product: CCCCOCCOc1ccc(-c2ccc3c(c2)C=C(C(=O)OC)CCN3CC2CC2)cc1. Reaction SMILES: [C:35]([O:36][BH-:37]([O:38][C:39](=[O:40])[CH3:41])[O:42][C:43](=[O:44])[CH3:45])(=[O:46])[CH3:47].[C:49](=[O:50])([O-:51])[OH:52].[CH2:1]([CH2:2][CH2:3][CH3:4])[O:5][CH2:6][CH2:7][O:8][c:9]1[cH:10][cH:11][c:12](-[c:15]2[cH:16][cH:17][c:18]3[c:19]([cH:29]2)[CH:20]=[C:21]([C:25](=[O:26])[O:27][CH3:28])[CH2:22][CH2:23][NH:24]3)[cH:13][cH:14]1.[CH:30]1([CH:33]=[O:34])[CH2:31][CH2:32]1.[Cl:54][CH2:55][CH2:56][Cl:57].[Na+:48].[Na+:53].[OH2:58]>>[CH2:1]([CH2:2][CH2:3][CH3:4])[O:5][CH2:6][CH2:7][O:8][c:9]1[cH:10][cH:11][c:12](-[c:15]2[cH:16][cH:17][c:18]3[c:19]([cH:29]2)[CH:20]=[C:21]([C:25](=[O:26])[O:27][CH3:28])[CH2:22][CH2:23][N:24]3[CH2:33][CH:30]2[CH2:31][CH2:32]2)[cH:13][cH:14]1.